Task: describe an organic reaction: reactants, conditions, products, and yield. Dataset: the Open Reaction Database (ORD), a public repository of structured organic reaction records Starting materials: C(C)(=O)O[C@]1(C(=O)OCC2=CC=CC=C2)C[C@@H](OC(C)=O)[C@@H](OC(C)=O)[C@H](O1)[C@H](OC(C)=O)COC(C)=O (Benzyl 2,4,5,7,8-penta-O-acetyl-3-deoxy-α-D-manno-2-octulosonate). Reagents/catalysts: [Pd] (Pd-C). The solvent is C(C)O (ethanol). Conditions: time 1 hour. Yields the product C(C)(=O)O[C@]1(C(=O)O)C[C@@H](OC(C)=O)[C@@H](OC(C)=O)[C@H](O1)[C@H](OC(C)=O)COC(C)=O (2,4,5,7,8-Penta-O-acetyl-3-deoxy-α-D-manno-2-octulosonic acid). The yield is 96.3%. Reaction SMILES: [C:1]([O:4][C@:5]1([O:28][C@H:27]([C@@H:29]([CH2:34][O:35][C:36](=[O:38])[CH3:37])[O:30][C:31](=[O:33])[CH3:32])[C@H:22]([O:23][C:24](=[O:26])[CH3:25])[C@H:17]([O:18][C:19](=[O:21])[CH3:20])[CH2:16]1)[C:6]([O:8]CC1C=CC=CC=1)=[O:7])(=[O:3])[CH3:2]>C(O)C.[Pd]>[C:1]([O:4][C@:5]1([O:28][C@H:27]([C@@H:29]([CH2:34][O:35][C:36](=[O:38])[CH3:37])[O:30][C:31](=[O:33])[CH3:32])[C@H:22]([O:23][C:24](=[O:26])[CH3:25])[C@H:17]([O:18][C:19](=[O:21])[CH3:20])[CH2:16]1)[C:6]([OH:8])=[O:7])(=[O:3])[CH3:2]. Procedure: A mixture of 20b (220 mg, 0.41 mmol) and Pd-C (10%, 55 mg) in ethanol (3 mL) was vigorously stirred under H2 at room temperature for 1 h. After the catalyst was filtered off, the filtrate was concentrated in vacuo. The residue was recrystallized from diethyl ether to give 20a (177 mg, 97%) as fine needles, mp 132°-133° C.; [α]25D +374° (c 0.88, CHCl3). Its 1H NMR spectrum (C6D6) was identical with that reported previously by Unger et al. (Carbohydr. Res. 1980, 80, 191). The yield is 30.5%. Reactants: ClC1=CC2=C(C=C1)C1(C3=C(C(NCC1I)=O)SC(=N3)N3CCOCC3)OC2=O (5-chloro-7′-iodo-2′-(morpholin-4-yl)-6′,7′-dihydro-3H-spiro[2-benzofuran-1,8′-[1,3]thiazolo[5,4-c]azepine]-3,4′(5′H)-dione), N(=NC(C#N)(C)C)C(C#N)(C)C (2,2′-azo-bis-isobutyronitrile), C(CCC)[SnH](CCCC)CCCC (tri-n-butyltin hydride), N(=NC(C#N)(C)C)C(C#N)(C)C (2,2′-azo-bis-isobutyronitrile), C(CCC)[SnH](CCCC)CCCC (tri-n-butyltin hydride). Run at temperature 80 celsius, time 16 hour. Procedure: A solution of 5-chloro-7′-iodo-2′-(morpholin-4-yl)-6′,7′-dihydro-3H-spiro[2-benzofuran-1,8′-[1,3]thiazolo[5,4-c]azepine]-3,4′(5′H)-dione (0.0430 g, 0.0809 mmol) and 2,2′-azo-bis-isobutyronitrile (0.000664 g, 0.00404 mmol) in toluene (2.0 mL) was heated at 80° C. for 10 minutes, then added tri-n-butyltin hydride (0.0644 mL, 0.239 mmol) dropwise. The solution was stirred at 80° C. for 16 hours. The reaction was incomplete by LCMS and TLC, so added additional and 2,2′-azo-bis-isobutyronitrile (2 mg... Yields the product ClC1=CC2=C(C=C1)C1(C3=C(C(NCC1)=O)SC(=N3)N3CCOCC3)OC2=O (5-chloro-2′-(morpholin-4-yl)-6′,7′-dihydro-3H-spiro[2-benzofuran-1,8′-[1,3]thiazolo[5,4-c]azepine]-3,4′(5′H)-dione). As a reaction SMILES: [Cl:1][C:2]1[CH:7]=[CH:6][C:5]2[C:8]3([O:26][C:27](=[O:28])[C:4]=2[CH:3]=1)[CH:14](I)[CH2:13][NH:12][C:11](=[O:16])[C:10]1[S:17][C:18]([N:20]2[CH2:25][CH2:24][O:23][CH2:22][CH2:21]2)=[N:19][C:9]3=1.N(C(C)(C)C#N)=NC(C)(C)C#N.C([SnH](CCCC)CCCC)CCC>C1(C)C=CC=CC=1>[Cl:1][C:2]1[CH:7]=[CH:6][C:5]2[C:8]3([O:26][C:27](=[O:28])[C:4]=2[CH:3]=1)[CH2:14][CH2:13][NH:12][C:11](=[O:16])[C:10]1[S:17][C:18]([N:20]2[CH2:21][CH2:22][O:23][CH2:24][CH2:25]2)=[N:19][C:9]3=1. Solvent: C1(=CC=CC=C1)C (toluene).